Dataset: the Open Reaction Database (ORD), a public repository of structured organic reaction records. Task: describe an organic reaction: reactants, conditions, products, and yield As a reaction SMILES: [Br:1][c:2]1[cH:3][c:4]([CH3:31])[c:5]([NH:9][c:10]2[c:11]([O:29][CH3:30])[c:12]([O:16][CH:17]3[CH2:18][CH2:19][N:20]([C:23](=[O:24])[O:25][CH:26]([CH3:27])[CH3:28])[CH2:21][CH2:22]3)[n:13][cH:14][n:15]2)[c:6]([CH3:8])[n:7]1.[CH3:37][S:38]([CH3:39])=[O:40].[Na:32].[OH2:36].[SH:33]([O-:34])=[O:35]>>[c:2]1([S:33](=[O:34])(=[O:35])[CH3:37])[cH:3][c:4]([CH3:31])[c:5]([NH:9][c:10]2[c:11]([O:29][CH3:30])[c:12]([O:16][CH:17]3[CH2:18][CH2:19][N:20]([C:23](=[O:24])[O:25][CH:26]([CH3:27])[CH3:28])[CH2:21][CH2:22]3)[n:13][cH:14][n:15]2)[c:6]([CH3:8])[n:7]1. Starting materials: COc1c(Nc2c(C)cc(Br)nc2C)ncnc1OC1CCN(C(=O)OC(C)C)CC1, CS(C)=O, [Na], O, O=[SH][O-]. Yields the product COc1c(Nc2c(C)cc(S(C)(=O)=O)nc2C)ncnc1OC1CCN(C(=O)OC(C)C)CC1. Starting materials: C1(CCCCC1)C1=CC=C(C=C1)SCCCCOC=1C=CC2=C(C(OC(N2)=O)(C)C)C1 (6-[4-(4-cyclohexyl-phenylmercapto)-butoxy]-4,4-dimethyl-4H-3,1-benzoxazin-2-one), OO (hydrogen peroxide). Yields the product C1(CCCCC1)C1=CC=C(C=C1)S(=O)CCCCOC=1C=CC2=C(C(OC(N2)=O)(C)C)C1 (6-[4-(4-Cyclohexyl-phenylsulfinyl)-butoxy]-4,4-dimethyl-4H-3,1-benzoxazin-2-one). As a reaction SMILES: [CH:1]1([C:7]2[CH:12]=[CH:11][C:10]([S:13][CH2:14][CH2:15][CH2:16][CH2:17][O:18][C:19]3[CH:20]=[CH:21][C:22]4[NH:27][C:26](=[O:28])[O:25][C:24]([CH3:30])([CH3:29])[C:23]=4[CH:31]=3)=[CH:9][CH:8]=2)[CH2:6][CH2:5][CH2:4][CH2:3][CH2:2]1.[OH:32]O>>[CH:1]1([C:7]2[CH:8]=[CH:9][C:10]([S:13]([CH2:14][CH2:15][CH2:16][CH2:17][O:18][C:19]3[CH:20]=[CH:21][C:22]4[NH:27][C:26](=[O:28])[O:25][C:24]([CH3:29])([CH3:30])[C:23]=4[CH:31]=3)=[O:32])=[CH:11][CH:12]=2)[CH2:6][CH2:5][CH2:4][CH2:3][CH2:2]1. Procedure details: Prepared analogously to Example 2 from 6-[4-(4-cyclohexyl-phenylmercapto)-butoxy]-4,4-dimethyl-4H-3,1-benzoxazin-2-one and hydrogen peroxide.